The task is: describe an organic reaction: reactants, conditions, products, and yield. This data is from the Open Reaction Database (ORD), a public repository of structured organic reaction records. The reactants are BrCc1ccccc1, Oc1ccccc1Br, O=C([O-])[O-], CN(C)C=O, [K+], [K+], O. The product is Brc1ccccc1OCc1ccccc1. As a reaction SMILES: [Br:15][CH2:16][c:17]1[cH:18][cH:19][cH:20][cH:21][cH:22]1.[Br:1][c:2]1[c:3]([OH:8])[cH:4][cH:5][cH:6][cH:7]1.[C:9](=[O:10])([O-:11])[O-:12].[CH3:24][N:25]([CH3:26])[CH:27]=[O:28].[K+:13].[K+:14].[OH2:23]>>[Br:1][c:2]1[c:3]([O:8][CH2:16][c:17]2[cH:18][cH:19][cH:20][cH:21][cH:22]2)[cH:4][cH:5][cH:6][cH:7]1. The reactants are C1=CC(=CC=C1O)C (p-cresol), C(C)(=O)O (acetic acid). Conditions: temperature 110 celsius, time 5 hour. Product: C(C)(=O)OC1=CC=C(C=C1)C (p-acetoxytoluene). Reaction SMILES: [CH:1]1[C:6]([OH:7])=[CH:5][CH:4]=[C:3]([CH3:8])[CH:2]=1.[C:9](O)(=[O:11])[CH3:10]>>[C:9]([O:7][C:6]1[CH:5]=[CH:4][C:3]([CH3:8])=[CH:2][CH:1]=1)(=[O:11])[CH3:10]. Procedure details: A mixture of p-cresol (1.08 g (10 mmole)) and acetic acid (25 ml) was stirred for 5 hours at 110° C. to produce p-acetoxytoluene. N-hydroxyphthalimide (0.16 g (1 mmole)) and cobalt(II) acetylacetonate (0.018 g (0.05 mmole)) were added to this reaction mixture, and this mixture was stirred for 6 hours at 100° C. under an oxygen atmosphere. The product in the resultant reaction mixture was analyzed by gas chromatography and, as a result, p-acetoxybenzoic acid (yield 92%) was formed. The conversion...